This data is from the Open Reaction Database (ORD), a public repository of structured organic reaction records. The task is: describe an organic reaction: reactants, conditions, products, and yield The reactants are [OH-].[K+] (potassium hydroxide), OC1=C(C=O)C=CC(=C1)O (2,4-dihydroxybenzaldehyde), CC(=CCBr)C (dimethylallyl bromide). The reagents and catalysts are [Cl-].C(C1=CC=CC=C1)[N+](CC)(CC)CC (benzyltriethylammonium chloride). The solvent is C(C)(=O)OCC (ethyl acetate). The product is CC(=CCOC1=CC(=C(C=O)C=C1)O)C (4-((3-methyl)but-2-enyloxy)-2-hydroxybenzaldehyde). Isolated yield 17.3%. Reaction SMILES: [OH-].[K+].[OH:3][C:4]1[CH:11]=[C:10]([OH:12])[CH:9]=[CH:8][C:5]=1[CH:6]=[O:7].[CH3:13][C:14]([CH3:18])=[CH:15][CH2:16]Br>[Cl-].C([N+](CC)(CC)CC)C1C=CC=CC=1.C(OCC)(=O)C>[CH3:13][C:14]([CH3:18])=[CH:15][CH2:16][O:12][C:10]1[CH:9]=[CH:8][C:5]([CH:6]=[O:7])=[C:4]([OH:3])[CH:11]=1 |f:0.1,4.5|. Reported procedure: A solution of 6 g (0.11 mol) of potassium hydroxide, 22.7 g (0.1 mol) of benzyltriethylammonium chloride, and 14 g (0.1 mol) of 2,4-dihydroxybenzaldehyde was concentrated in vacuo. The residue was suspended in 100 ml of ethyl acetate and 11.7 ml (0.1 mol) of dimethylallyl bromide was slowlv added to the solution. The mixture was extracted with 100 ml of water, and the organic phase was dried and concentrated in vacuo to give 3.568 g of a residue, from which 4.738 g (20%) of 4-(3-methyl)-but-2-en... Starting materials: ( ii ), hydrate, ( i ), O=C1NC(CCC1N1C(C2=CC(=CC(=C2C1=O)[N+](=O)[O-])O)=O)=O (2-(2,6-dioxopiperidin-3-yl)-6-hydroxy-4-nitroisoindoline-1,3-dione), [H][H] (hydrogen). Reagents/catalysts: [Pd] (Pd/C). Solvent: C1CCOC1 (THF). The product is NC1=C2C(N(C(C2=CC(=C1)O)=O)C1C(NC(CC1)=O)=O)=O (4-amino-2-(2,6-dioxopiperidin-3-yl)-6-hydroxyisoindoline-1,3-dione). As a reaction SMILES: [O:1]=[C:2]1[CH:7]([N:8]2[C:16](=[O:17])[C:15]3[C:10](=[CH:11][C:12]([OH:21])=[CH:13][C:14]=3[N+:18]([O-])=O)[C:9]2=[O:22])[CH2:6][CH2:5][C:4](=[O:23])[NH:3]1.[H][H]>[Pd].C1COCC1>[NH2:18][C:14]1[CH:13]=[C:12]([OH:21])[CH:11]=[C:10]2[C:15]=1[C:16](=[O:17])[N:8]([CH:7]1[CH2:6][CH2:5][C:4](=[O:23])[NH:3][C:2]1=[O:1])[C:9]2=[O:22]. Reported procedure: In yet another embodiment, the process provided herein for preparing 4-amino-2-(2,6-dioxopiperidin-3-yl)-6-hydroxyisoindoline-1,3-dione, or an enantiomer or a mixture of enantiomers thereof; or a pharmaceutically acceptable salt, solvate, hydrate, or polymorph thereof; comprises the step of reducing 2-(2,6-dioxopiperidin-3-yl)-6-hydroxy-4-nitroisoindoline-1,3-dione with hydrogen in the presence of (i) a catalyst, in one embodiment, Pd/C; in (ii) a solvent, in one embodiment, THF; to form 4-amino... Starting materials: C=C(C)C (isobutene), 68, CC(CCl)CC1=CC=CC=C1 (2-methyl-3-phenylpropyl chloride), F (hydrogen fluoride). Conditions: time 12 hour. Yields the product CC(CCl)CC1=CC=CC=C1 (2-methyl-3-phenylpropyl chloride), CC(CCl)CC1=CC=C(C=C1)C(C)(C)C (2-methyl-3-(p-tert.-butylphenyl)-propyl chloride). As a reaction SMILES: [CH2:1]=[C:2]([CH3:4])[CH3:3].[CH3:5][CH:6]([CH2:9][C:10]1[CH:15]=[CH:14][CH:13]=[CH:12][CH:11]=1)[CH2:7][Cl:8].F>>[CH3:5][CH:6]([CH2:9][C:10]1[CH:15]=[CH:14][CH:13]=[CH:12][CH:11]=1)[CH2:7][Cl:8].[CH3:5][CH:6]([CH2:9][C:10]1[CH:15]=[CH:14][C:13]([C:2]([CH3:4])([CH3:3])[CH3:1])=[CH:12][CH:11]=1)[CH2:7][Cl:8]. Procedure: 20 parts by weight of isobutene are passed into a mixture of 68 parts by weight of 2-methyl-3-phenylpropyl chloride and 3 parts by weight of hydrogen fluoride at 0° C. The mixture is then stirred for 12 hours at room temperature. The crude product is washed with water, dried over Na2CO3 and distilled. 36 parts by weight of 2-methyl-3-phenylpropyl chloride, boiling point 105° C./16 mm Hg and 32 parts by weight of 2-methyl-3-(p-tert.-butylphenyl)-propyl chloride, boiling point 80° C.-81° C./0.02 m... Reactants: BrC1=C(N=NC=C1OC)C1=CC(=CC=C1)C(F)(F)F (4-Bromo-5-methoxy-3-[3-(trifluoromethyl)phenyl]pyridazine), C(=C)[Sn](CCCC)(CCCC)CCCC (vinyltributyltin). RXN SMILES: Br[C:2]1[C:7]([O:8][CH3:9])=[CH:6][N:5]=[N:4][C:3]=1[C:10]1[CH:15]=[CH:14][CH:13]=[C:12]([C:16]([F:19])([F:18])[F:17])[CH:11]=1.[CH:20]([Sn](CCCC)(CCCC)CCCC)=[CH2:21]>CN(C=O)C.[CH2-]C1C=CC=CC=1.C1C=CC(P(C2C=CC=CC=2)C2C=CC=CC=2)=CC=1.C1C=CC(P(C2C=CC=CC=2)C2C=CC=CC=2)=CC=1.Cl[Pd+]>[CH:20]([C:2]1[C:7]([O:8][CH3:9])=[CH:6][N:5]=[N:4][C:3]=1[C:10]1[CH:15]=[CH:14][CH:13]=[C:12]([C:16]([F:19])([F:18])[F:17])[CH:11]=1)=[CH2:21] |f:3.4.5.6|. Yield: 41.6%. Procedure details: 4-Bromo-5-methoxy-3-[3-(trifluoromethyl)phenyl]pyridazine (1.0 g, 0.003 mole, Compound No. 57), vinyltributyltin (1.1 g, 0.0034 mole) and trans-benzyl(chloro)bis-(triphenylphosphine)-palladium(II) (20 mg) were heated to 110° C. in DMF (50 mL) under N2 for 4 h. The reaction was then cooled and partitioned between aqueous KF and ethyl acetate. The KF solution was extracted with additional ethyl acetate. The organic layers were washed with brine, dried (MgSO4), filtered through silica gel and then ... Run in CN(C)C=O (DMF). The reagents and catalysts are [CH2-]C1=CC=CC=C1.C1=CC=C(C=C1)P(C2=CC=CC=C2)C3=CC=CC=C3.C1=CC=C(C=C1)P(C2=CC=CC=C2)C3=CC=CC=C3.Cl[Pd+] (trans-benzyl(chloro)bis-(triphenylphosphine)-palladium(II)). Yields the product C(=C)C1=C(N=NC=C1OC)C1=CC(=CC=C1)C(F)(F)F (4-ethenyl-5-methoxy-3-[3-(trifluoromethyl)phenyl]pyridazine).